describe an organic reaction: reactants, conditions, products, and yield From a dataset of the Open Reaction Database (ORD), a public repository of structured organic reaction records. Yields the product OC1=CC=C(C=C1)C=1C=C(C2=C(N1)N(N=C2C=C)C2OCCCC2)C(=O)O (6-(4-hydroxy-phenyl)-1-(tetrahydro-pyran-2-yl)-3-vinyl-1H-pyrazolo[3,4-b]pyridine-4-carboxylic acid). Yield: 143.7%. Solvent: O1CCOCC1 (dioxane). The reactants are C(C)OC(=O)C=1C2=C(N=C(C1)Cl)N(N=C2C=C)C2OCCCC2 (6-chloro-1-(tetrahydro-pyran-2-yl)-3-vinyl-1H-pyrazolo[3,4-b]pyridine-4-carboxylic acid ethyl ester), OC1=CC=C(C=C1)B(O)O (4-hydroxyphenylboronic acid), C([O-])([O-])=O.[Cs+].[Cs+] (cesium carbonate). Reaction SMILES: C([O:3][C:4]([C:6]1[C:7]2[C:15]([CH:16]=[CH2:17])=[N:14][N:13]([CH:18]3[CH2:23][CH2:22][CH2:21][CH2:20][O:19]3)[C:8]=2[N:9]=[C:10](Cl)[CH:11]=1)=[O:5])C.[OH:24][C:25]1[CH:30]=[CH:29][C:28](B(O)O)=[CH:27][CH:26]=1.C(=O)([O-])[O-].[Cs+].[Cs+]>O1CCOCC1.C1C=CC([P]([Pd]([P](C2C=CC=CC=2)(C2C=CC=CC=2)C2C=CC=CC=2)([P](C2C=CC=CC=2)(C2C=CC=CC=2)C2C=CC=CC=2)[P](C2C=CC=CC=2)(C2C=CC=CC=2)C2C=CC=CC=2)(C2C=CC=CC=2)C2C=CC=CC=2)=CC=1>[OH:24][C:25]1[CH:30]=[CH:29][C:28]([C:10]2[CH:11]=[C:6]([C:4]([OH:3])=[O:5])[C:7]3[C:15]([CH:16]=[CH2:17])=[N:14][N:13]([CH:18]4[CH2:23][CH2:22][CH2:21][CH2:20][O:19]4)[C:8]=3[N:9]=2)=[CH:27][CH:26]=1 |f:2.3.4,^1:49,51,70,89|. Procedure details: To a solution of 6-chloro-1-(tetrahydro-pyran-2-yl)-3-vinyl-1H-pyrazolo[3,4-b]pyridine-4-carboxylic acid ethyl ester (2.00 g, 5.96 mmol), described in example 16.1, in dioxane (54 mL) were added 4-hydroxyphenylboronic acid (0.90 g, 6.55 mmol) and an aqueous solution of cesium carbonate (0.4 M, 27 mL, 10.8 mmol). The resulting solution was degassed using argon, tetrakis(triphenylphosphine)palladium (0.62 g, 0.54 mmol) was then added and the reaction mixture was refluxed overnight. Dioxane was rem... The reagents and catalysts are C=1C=CC(=CC1)[P](C=2C=CC=CC2)(C=3C=CC=CC3)[Pd]([P](C=4C=CC=CC4)(C=5C=CC=CC5)C=6C=CC=CC6)([P](C=7C=CC=CC7)(C=8C=CC=CC8)C=9C=CC=CC9)[P](C=1C=CC=CC1)(C=1C=CC=CC1)C=1C=CC=CC1 (tetrakis(triphenylphosphine)palladium). Starting materials: ClC1=CC(=C(OCC(=O)N2[C@@H](CN(CC2)CC2=CC=C(C=C2)F)C)C=C1)OC#N (2-(4-chloro-2-cyanato-phenoxy)-1-[4-(4-fluoro-benzyl)-(2R)-2-methyl-piperazin-1-yl]-ethanone), [N-]=[N+]=[N-].[Na+] (sodium azide). The solvent is O (water), CC(=O)C (acetone). The product is ClC1=CC(=C(OCC(=O)N2[C@@H](CN(CC2)CC2=CC=C(C=C2)F)C)C=C1)OC=1N=NNN1 (2-[4-Chloro-2-(2H-tetrazol-5-yloxy)-phenoxy]-1-[4-(4-fluoro-benzyl)-(2R)-2-methyl-piperazin-1-yl]-ethanone). Reaction SMILES: [Cl:1][C:2]1[CH:26]=[CH:25][C:5]([O:6][CH2:7][C:8]([N:10]2[CH2:15][CH2:14][N:13]([CH2:16][C:17]3[CH:22]=[CH:21][C:20]([F:23])=[CH:19][CH:18]=3)[CH2:12][C@H:11]2[CH3:24])=[O:9])=[C:4]([O:27][C:28]#[N:29])[CH:3]=1.[N-:30]=[N+:31]=[N-:32].[Na+]>CC(C)=O.O>[Cl:1][C:2]1[CH:26]=[CH:25][C:5]([O:6][CH2:7][C:8]([N:10]2[CH2:15][CH2:14][N:13]([CH2:16][C:17]3[CH:22]=[CH:21][C:20]([F:23])=[CH:19][CH:18]=3)[CH2:12][C@H:11]2[CH3:24])=[O:9])=[C:4]([O:27][C:28]2[N:30]=[N:31][NH:32][N:29]=2)[CH:3]=1 |f:1.2|. Reported procedure: To a solution of 2-(4-chloro-2-cyanato-phenoxy)-1-[4-(4-fluoro-benzyl)-(2R)-2-methyl-piperazin-1-yl]-ethanone (0.17 g, 0.427 mmol) in acetone (2 mL) was added sodium azide (0.061 g, 0.94 mmol) and the reaction was stirred at reflux for 3 hours, then cooled to ambient temperature and stirred 18 hours. The reaction was diluted with water and extracted with ethyl acetate. The organic layer was dried over magnesium sulfate, filtered and concentrated in vacuo. The product was purified by anion exchan... Starting materials: [BH4-].[Na+] (sodium borohydride), [BH4-].[Na+] (sodium borohydride), [Si](C1=CC=CC=C1)(C1=CC=CC=C1)(C(C)(C)C)OCCCCC=C(CC1SCCCS1)F (1-(t-butyldiphenylsilyloxy)-7-(1,3-dithia-2-cyclohexyl)-6-fluoro-5-heptene), F[B-](F)(F)F.C[O+](C)C (trimethyloxonium tetrafluoroborate), C([O-])([O-])=O.[Ca+2] (calcium carbonate). Run in CC(=O)C (acetone), C(Cl)Cl (methylene chloride), O (water), CC(=O)C (acetone), C(C)(=O)O (acetic acid), C(C)O (ethanol). Reaction conditions: time 1 hour. Yields the product [Si](C1=CC=CC=C1)(C1=CC=CC=C1)(C(C)(C)C)OCCCCC=C(CCO)F (8-(t-butyldiphenylsilyloxy) -3-fluoro-3-octenol). Yield: 48.8%. RXN SMILES: [Si:1]([O:18][CH2:19][CH2:20][CH2:21][CH2:22][CH:23]=[C:24]([F:32])[CH2:25][CH:26]1SCCCS1)([C:14]([CH3:17])([CH3:16])[CH3:15])([C:8]1[CH:13]=[CH:12][CH:11]=[CH:10][CH:9]=1)[C:2]1[CH:7]=[CH:6][CH:5]=[CH:4][CH:3]=1.F[B-](F)(F)F.C[O+:39](C)C.C(=O)([O-])[O-].[Ca+2].[BH4-].[Na+]>C(Cl)Cl.C(O)C.C(O)(=O)C.CC(C)=O.O>[Si:1]([O:18][CH2:19][CH2:20][CH2:21][CH2:22][CH:23]=[C:24]([F:32])[CH2:25][CH2:26][OH:39])([C:14]([CH3:15])([CH3:17])[CH3:16])([C:2]1[CH:7]=[CH:6][CH:5]=[CH:4][CH:3]=1)[C:8]1[CH:9]=[CH:10][CH:11]=[CH:12][CH:13]=1 |f:1.2,3.4,5.6|. Reported procedure: To a solution of the dithialane prepared in 2F (0.424 g, 0.86 mmoles) in dry methylene chloride (4 ml) was added at room temperature trimethyloxonium tetrafluoroborate (0.125 g, 0.86 mmoles) and the mixture was stirred for 1 hr. Then a 9:1 mixture of acetone and water (2 ml) containing calcium carbonate (0.172 g, 1.72 mmoles) was added and the mixture was stirred overnight at room temperature. The precipitate was filtered off and after dilution with saturated brine the mixture was extracted thre...